From a dataset of the Open Reaction Database (ORD), a public repository of structured organic reaction records. describe an organic reaction: reactants, conditions, products, and yield As a reaction SMILES: [C:35](=[O:36])([OH:37])[c:38]1[c:39](=[O:61])[n:40]([CH2:53][c:54]2[c:55]([Cl:60])[cH:56][cH:57][cH:58][cH:59]2)[n:41][c:42](-[c:44]2[cH:45][cH:46][c:47]3[c:48]([cH:52]2)[CH2:49][CH2:50][O:51]3)[cH:43]1.[Cl:1][c:2]1[cH:3][cH:4][c:5]([CH2:6][CH2:7][CH2:8][n:9]2[c:10](=[O:11])[c:12]([CH2:13][N:14]3[CH2:15][CH2:16][N:17]([CH3:18])[CH2:19][CH2:20]3)[cH:21][c:22](-[c:23]3[cH:24][cH:25][c:26]4[c:30]([cH:31]3)[CH2:29][CH2:28][O:27]4)[n:32]2)[cH:33][cH:34]1>>[CH2:35]([OH:36])[c:38]1[c:39](=[O:61])[n:40]([CH2:53][c:54]2[c:55]([Cl:60])[cH:56][cH:57][cH:58][cH:59]2)[n:41][c:42](-[c:44]2[cH:45][cH:46][c:47]3[c:48]([cH:52]2)[CH2:49][CH2:50][O:51]3)[cH:43]1. Yields the product O=c1c(CO)cc(-c2ccc3c(c2)CCO3)nn1Cc1ccccc1Cl. The reactants are O=C(O)c1cc(-c2ccc3c(c2)CCO3)nn(Cc2ccccc2Cl)c1=O, CN1CCN(Cc2cc(-c3ccc4c(c3)CCO4)nn(CCCc3ccc(Cl)cc3)c2=O)CC1. The reactants are CC(CC=CC#N)(C)C (5,5-dimethylhex-2-enenitrile), CC(CC=CC#N)(C)C (5,5-dimethylhex-2-enenitrile), N=1CCCN2C1CCCCC2 (2,3,4,6,7,8,9,10-octahydropyrimido[1,2-a]azepine), CN1N=CC(=C1)C1=CC=2N(C(=N1)C=1C=NNC1)C=CN2 (7-(1-Methyl-1H-pyrazol-4-yl)-5-(1H-pyrazol-4-yl)imidazo[1,2-c]pyrimidine). The solvent is CN(C=O)C (dimethylformamide). Reaction conditions: temperature 50 celsius. The product is CN1N=CC(=C1)C1=CC=2N(C(=N1)C=1C=NN(C1)C(CC#N)CC#N)C=CN2 (3-(4-(7-(1-methyl-1H-pyrazol-4-yl)imidazo[1,2-c]pyrimidin-5-yl)-1H-pyrazol-1-yl)pentanedinitrile). Isolated yield 230.1%. As a reaction SMILES: [CH3:1][N:2]1[CH:6]=[C:5]([C:7]2[N:12]=[C:11]([C:13]3[CH:14]=[N:15][NH:16][CH:17]=3)[N:10]3[CH:18]=[CH:19][N:20]=[C:9]3[CH:8]=2)[CH:4]=[N:3]1.C[C:22](C)(C)[CH2:23][CH:24]=[CH:25][C:26]#[N:27].[N:30]1CCCN2CCCCCC=12>CN(C)C=O>[CH3:1][N:2]1[CH:6]=[C:5]([C:7]2[N:12]=[C:11]([C:13]3[CH:14]=[N:15][N:16]([CH:24]([CH2:23][C:22]#[N:30])[CH2:25][C:26]#[N:27])[CH:17]=3)[N:10]3[CH:18]=[CH:19][N:20]=[C:9]3[CH:8]=2)[CH:4]=[N:3]1. Reported procedure: 7-(1-Methyl-1H-pyrazol-4-yl)-5-(1H-pyrazol-4-yl)imidazo[1,2-c]pyrimidine (Preparation K; 0.040 mg, 0.15 mmol) was dissolved in dimethylformamide (0.6 mL) and 5,5-dimethylhex-2-enenitrile (Table 1, compound k; 56 mg, 0.045 mmol) and 2,3,4,6,7,8,9,10-octahydropyrimido[1,2-a]azepine (34 mg, 0.23 mmol) were added and the reaction was heated at 50° C. for 7 hours. The reaction was then cooled and the solvent was removed. The crude reaction was purified by silica gel chromatography using a gradient (1... The reactants are C(C1=CC=CC=C1)OC[C@@H](CCC=C)O (1-benzyloxy-2-(R)-hydroxy-5-hexene), C1(=CC=CC=C1)P(C1=CC=CC=C1)C1=CC=CC=C1 (triphenylphosphine), C1(C=2C(C(N1)=O)=CC=CC2)=O (phthalimide), N(=NC(=O)OC(C)C)C(=O)OC(C)C (diisopropyl azodicarboxylate). Conditions: time 8 hour. Yields the product C(C1=CC=CC=C1)OC[C@H](CCC=C)N1C(C=2C(C1=O)=CC=CC2)=O (1-benzyloxy-2-(S)-phthalimido-5-hexene). Isolated yield 83.8%. As a reaction SMILES: [CH2:1]([O:8][CH2:9][C@H:10](O)[CH2:11][CH2:12][CH:13]=[CH2:14])[C:2]1[CH:7]=[CH:6][CH:5]=[CH:4][CH:3]=1.C1(P(C2C=CC=CC=2)C2C=CC=CC=2)C=CC=CC=1.[C:35]1(=[O:45])[NH:39][C:38](=[O:40])[C:37]2=[CH:41][CH:42]=[CH:43][CH:44]=[C:36]12.N(C(OC(C)C)=O)=NC(OC(C)C)=O>>[CH2:1]([O:8][CH2:9][C@@H:10]([N:39]1[C:38](=[O:40])[C:37]2=[CH:41][CH:42]=[CH:43][CH:44]=[C:36]2[C:35]1=[O:45])[CH2:11][CH2:12][CH:13]=[CH2:14])[C:2]1[CH:7]=[CH:6][CH:5]=[CH:4][CH:3]=1. Procedure details: To a stirred solution of 1-benzyloxy-2-(R)-hydroxy-5-hexene (2.18 g, 10.5 mmol), triphenylphosphine (3.32 g, 12.7 mmol) and phthalimide (1.86 g, 12.7 mmol) was added diisopropyl azodicarboxylate (2.62 ml, 12.7 mmol) at rt, and the resulting mixture was stirred for overnight at rt. The mixture was concentrated in vacuo and extracted with EtOAc. The organic layer was washed with water, drying over anhydrous Na2SO4, then concentrated in vacuo. The residue was chromatographed on silica gel with hexa... Starting materials: CC#N, Nc1cc(C2CC2)[nH]n1, CCN(C(C)C)C(C)C, O=[N+]([O-])c1ccc(Cl)nc1Cl. The product is O=[N+]([O-])c1ccc(Cl)nc1Nc1cc(C2CC2)[nH]n1. Reaction SMILES: [CH3:30][C:31]#[N:32].[CH:12]1([c:15]2[cH:16][c:17]([NH2:20])[n:18][nH:19]2)[CH2:13][CH2:14]1.[CH:21]([N:22]([CH:23]([CH3:24])[CH3:25])[CH2:26][CH3:27])([CH3:28])[CH3:29].[Cl:1][c:2]1[n:3][c:4]([Cl:11])[cH:5][cH:6][c:7]1[N+:8](=[O:9])[O-:10]>>[c:2]1([NH:20][c:17]2[cH:16][c:15]([CH:12]3[CH2:13][CH2:14]3)[nH:19][n:18]2)[n:3][c:4]([Cl:11])[cH:5][cH:6][c:7]1[N+:8](=[O:9])[O-:10]. As a reaction SMILES: [BH4-:20].[C:1](#[N:2])[C:3]([C:4](=[O:5])[O:6][CH2:7][CH3:8])=[C:9]1[CH2:10][CH2:11][CH:12]([CH:15]=[CH:16][CH2:17][CH2:18][CH3:19])[CH2:13][CH2:14]1.[CH3:22][CH2:23][OH:24].[Na+:21].[OH2:25]>>[C:1](#[N:2])[CH:3]([C:4](=[O:5])[O:6][CH2:7][CH3:8])[CH:9]1[CH2:10][CH2:11][CH:12]([CH:15]=[CH:16][CH2:17][CH2:18][CH3:19])[CH2:13][CH2:14]1. Starting materials: [BH4-], CCCC=CC1CCC(=C(C#N)C(=O)OCC)CC1, CCO, [Na+], O. The product is CCCC=CC1CCC(C(C#N)C(=O)OCC)CC1. Starting materials: Example 6 ( 1 ), ClC1=CC=C(CBr)C=C1 (4-chlorobenzyl bromide), crude product, C(CC(=O)OCC)(=O)OCC (diethyl malonate). Yields the product ClC1=CC=C(CC(C(=O)OCC)C(=O)OCC)C=C1 (diethyl 4-chlorobenzylmalonate). The yield is 41.8%. As a reaction SMILES: [C:1]([O:9][CH2:10][CH3:11])(=[O:8])[CH2:2][C:3]([O:5][CH2:6][CH3:7])=[O:4].[Cl:12][C:13]1[CH:20]=[CH:19][C:16]([CH2:17]Br)=[CH:15][CH:14]=1>>[Cl:12][C:13]1[CH:20]=[CH:19][C:16]([CH2:17][CH:2]([C:3]([O:5][CH2:6][CH3:7])=[O:4])[C:1]([O:9][CH2:10][CH3:11])=[O:8])=[CH:15][CH:14]=1. Procedure: In the same manner as in Example 6 (1), a crude product was obtained using diethyl malonate (13.6 g) and 4-chlorobenzyl bromide (17.5 g). This was purified by silica gel column chromatography to give the title compound (10.1 g) as an oil. Reactants: CCO, Cc1ccccc1, CCOC(=O)C(c1ccccc1)C(CN)c1ccc(Cl)cc1. Yields the product O=C1NCC(c2ccc(Cl)cc2)C1c1ccccc1. RXN SMILES: [CH3:23][CH2:24][OH:25].[CH3:26][c:27]1[cH:28][cH:29][cH:30][cH:31][cH:32]1.[NH2:1][CH2:2][CH:3]([CH:4]([C:5](=[O:6])[O:7][CH2:8][CH3:9])[c:10]1[cH:11][cH:12][cH:13][cH:14][cH:15]1)[c:16]1[cH:17][cH:18][c:19]([Cl:22])[cH:20][cH:21]1>>[NH:1]1[CH2:2][CH:3]([c:16]2[cH:17][cH:18][c:19]([Cl:22])[cH:20][cH:21]2)[CH:4]([c:10]2[cH:11][cH:12][cH:13][cH:14][cH:15]2)[C:5]1=[O:6]. Starting materials: N1=C(C)C=CC2=CC=CC=C12 (quinaldine), C(C)(=O)NC1=CC=C(C=O)C=C1 (4-acetamidobenzaldehyde), C(C)(=O)OC(C)=O (acetic anhydride). Conditions: temperature 130 celsius, time 2 day. The product is N1=C(C=CC2=CC=CC=C12)C=CC1=CC=C(N(C(C)=O)C(C)=O)C=C1 (4-[2-(quinolin-2-yl)ethenyl]N,N-diacetylaniline). As a reaction SMILES: [N:1]1[C:11]2[C:6](=[CH:7][CH:8]=[CH:9][CH:10]=2)[CH:5]=[CH:4][C:2]=1[CH3:3].[C:12]([NH:15][C:16]1[CH:23]=[CH:22][C:19]([CH:20]=O)=[CH:18][CH:17]=1)(=[O:14])[CH3:13].[C:24](OC(=O)C)(=[O:26])[CH3:25]>>[N:1]1[C:11]2[C:6](=[CH:7][CH:8]=[CH:9][CH:10]=2)[CH:5]=[CH:4][C:2]=1[CH:3]=[CH:20][C:19]1[CH:22]=[CH:23][C:16]([N:15]([C:24](=[O:26])[CH3:25])[C:12](=[O:14])[CH3:13])=[CH:17][CH:18]=1. Reported procedure: A mixture of quinaldine (10 ml) and 4-acetamidobenzaldehyde (12 g) in acetic anhydride (60 ml) was stirred at 130° C. for 2 days, then cooled to room temperature, evaporated to dryness and chromatographed on column of flash silica gel (800 g) using as solvent a mixture of hexane-ethyl acetate (1:1) to provide the title product as a yellow solid: m.p. 148-150° C.